This data is from the Open Reaction Database (ORD), a public repository of structured organic reaction records. The task is: describe an organic reaction: reactants, conditions, products, and yield The reactants are FC=1C=C(C=CC1)S(=O)(=O)C=1C=C2CCCC(C2=CC1)CN (C-[6-(3-Fluoro-benzenesulfonyl)-1,2,3,4-tetrahydro-naphthalen-1-yl]methylamine), CN=C=O (methyl isocyanate). Yields the product FC=1C=C(C=CC1)S(=O)(=O)C=1C=C2CCC[C@H](C2=CC1)CNC(=O)NC ((R)-1-[6-(3-Fluoro-benzenesulfonyl)-1,2,3,4-tetrahydro-naphthalen-1-ylmethyl]-3-methyl-urea). RXN SMILES: [F:1][C:2]1[CH:3]=[C:4]([S:8]([C:11]2[CH:12]=[C:13]3[C:18](=[CH:19][CH:20]=2)[CH:17]([CH2:21][NH2:22])[CH2:16][CH2:15][CH2:14]3)(=[O:10])=[O:9])[CH:5]=[CH:6][CH:7]=1.[CH3:23][N:24]=[C:25]=[O:26]>>[F:1][C:2]1[CH:3]=[C:4]([S:8]([C:11]2[CH:12]=[C:13]3[C:18](=[CH:19][CH:20]=2)[C@H:17]([CH2:21][NH:22][C:25]([NH:24][CH3:23])=[O:26])[CH2:16][CH2:15][CH2:14]3)(=[O:10])=[O:9])[CH:5]=[CH:6][CH:7]=1. Procedure: (R)-1-[6-(3-Fluoro-benzenesulfonyl)-1,2,3,4-tetrahydro-naphthalen-1-ylmethyl]-3-methyl-urea was prepared by treatment of C-[6-(3-Fluoro-benzenesulfonyl)-1,2,3,4-tetrahydro-naphthalen-1-yl]methylamine with methyl isocyanate according to the procedure of Najer et al.; Bull. Soc. Chim. Fr.; 1069-1071 (1957). The reactants are COS(=O)(=O)OC, CN(C)C=O, CC(C)OC(=O)c1cc(-n2c(=O)[nH]c(CF)c(F)c2=O)c(F)cc1Cl. Yields the product CC(C)OC(=O)c1cc(-n2c(=O)c(F)c(CF)n(C)c2=O)c(F)cc1Cl. Reaction SMILES: [CH3:26][O:27][S:28]([O:29][CH3:30])(=[O:31])=[O:32].[CH3:33][N:34]([CH3:35])[CH:36]=[O:37].[Cl:1][c:2]1[c:3]([C:4](=[O:5])[O:6][CH:7]([CH3:8])[CH3:9])[cH:10][c:11](-[n:15]2[c:16](=[O:25])[nH:17][c:18]([CH2:23][F:24])[c:19]([F:22])[c:20]2=[O:21])[c:12]([F:14])[cH:13]1>>[Cl:1][c:2]1[c:3]([C:4](=[O:5])[O:6][CH:7]([CH3:8])[CH3:9])[cH:10][c:11](-[n:15]2[c:16](=[O:25])[n:17]([CH3:26])[c:18]([CH2:23][F:24])[c:19]([F:22])[c:20]2=[O:21])[c:12]([F:14])[cH:13]1.